This data is from the Open Reaction Database (ORD), a public repository of structured organic reaction records. The task is: describe an organic reaction: reactants, conditions, products, and yield Procedure: A 31.2 g portion of N-(3-acetylphenyl)-N-ethyl-4-methylbenzenesulfonamide and 50 ml of dimethylformamide dimethylacetal were combined and stirred on a steam bath for 18 hours, then evaporated in vacuo to an oil. This oil was triturated with hexane at -10° C. The hexane was decanted and the residue dissolved in 125 ml of boiling dichloromethane and then filtered. The filtrate was reheated to boiling, 200 ml of hexane was added and the mixture cooled to -10° C. The precipitate was collected, washe... Conditions: temperature -10 celsius, time 18 hour. Yields the product CN(C=CC(=O)C=1C=C(C=CC1)N(S(=O)(=O)C1=CC=C(C=C1)C)CC)C (N-[3-[3-(dimethylamino)-1-oxo-2-propenyl]phenyl]-N-ethyl-4-methylbenzenesulfonamide). Reactants: C(C)(=O)C=1C=C(C=CC1)N(S(=O)(=O)C1=CC=C(C=C1)C)CC (N-(3-acetylphenyl)-N-ethyl-4-methylbenzenesulfonamide), COC(N(C)C)OC (dimethylformamide dimethylacetal). RXN SMILES: [C:1]([C:4]1[CH:5]=[C:6]([N:10]([CH2:21][CH3:22])[S:11]([C:14]2[CH:19]=[CH:18][C:17]([CH3:20])=[CH:16][CH:15]=2)(=[O:13])=[O:12])[CH:7]=[CH:8][CH:9]=1)(=[O:3])[CH3:2].CO[CH:25](OC)[N:26]([CH3:28])[CH3:27]>>[CH3:25][N:26]([CH3:28])[CH:27]=[CH:2][C:1]([C:4]1[CH:5]=[C:6]([N:10]([CH2:21][CH3:22])[S:11]([C:14]2[CH:15]=[CH:16][C:17]([CH3:20])=[CH:18][CH:19]=2)(=[O:13])=[O:12])[CH:7]=[CH:8][CH:9]=1)=[O:3]. The reactants are CC(=O)[O-], CC(=O)[O-], CS(=O)(=O)c1cccc(-c2ccccc2NC(N)=S)c1, [K+], [OH-], O, O, O, O, [Pb+2]. Yields the product CS(=O)(=O)c1cccc(-c2ccccc2NC#N)c1. As a reaction SMILES: [C:24]([O-:25])(=[O:26])[CH3:27].[C:29]([O-:30])(=[O:31])[CH3:32].[CH3:1][S:2](=[O:3])(=[O:4])[c:5]1[cH:6][c:7](-[c:11]2[c:12]([NH:17][C:18](=[S:19])[NH2:20])[cH:13][cH:14][cH:15][cH:16]2)[cH:8][cH:9][cH:10]1.[K+:34].[OH-:33].[OH2:21].[OH2:22].[OH2:23].[OH2:35].[Pb+2:28]>>[CH3:1][S:2](=[O:3])(=[O:4])[c:5]1[cH:6][c:7](-[c:11]2[c:12]([NH:17][C:18]#[N:20])[cH:13][cH:14][cH:15][cH:16]2)[cH:8][cH:9][cH:10]1. The reactants are CCN(CC)CCCN, CN(C)C=O, O, CCOC(=O)Cn1cc(-c2ccccc2)cn1. Yields the product CCN(CC)CCCNC(=O)Cn1cc(-c2ccccc2)cn1. As a reaction SMILES: [CH2:18]([CH3:19])[N:20]([CH2:21][CH2:22][CH2:23][NH2:24])[CH2:25][CH3:26].[O:28]=[CH:29][N:30]([CH3:31])[CH3:32].[OH2:27].[c:1]1(-[c:7]2[cH:8][n:9][n:10]([CH2:12][C:13]([O:15][CH2:14][CH3:16])=[O:17])[cH:11]2)[cH:2][cH:3][cH:4][cH:5][cH:6]1>>[c:1]1(-[c:7]2[cH:8][n:9][n:10]([CH2:12][C:13](=[O:15])[NH:24][CH2:23][CH2:22][CH2:21][N:20]([CH2:18][CH3:19])[CH2:25][CH3:26])[cH:11]2)[cH:2][cH:3][cH:4][cH:5][cH:6]1. The reactants are COC(=O)CC1C(NC2=CC(=CC=C2C1)C(=O)O)=O (3-methoxycarbonylmethyl-2-oxo-1,2,3,4-tetrahydro-quinoline-7-carboxylic acid), O.ON1N=NC2=C1C=CC=C2 (1-hydroxy-benzotriazole hydrate), C(C)(C)(C)OC(NCCCN)=O (tert-butyl-N(3-aminopropyl)carbamate), Cl.CN(CCCN=C=NCC)C (1-(3-dimethylaminopropyl)-3-ethyl carbodiimide hydrochloride). Run in CN(C)C=O (DMF), C(C)N(CC)CC (triethylamine), C(C)(=O)OCC (ethyl acetate). Run at temperature 0 celsius, time 10 minute. The product is COC(CC1C(NC2=CC(=CC=C2C1)C(NCCCNC(=O)OC(C)(C)C)=O)=O)=O ([7-(3-tert-Butoxycarbonylamino-propylcarbamoyl)-2-oxo-1,2,3,4-tetrahydro-quinolin-3-yl]-acetic acid methyl ester). As a reaction SMILES: [CH3:1][O:2][C:3]([CH2:5][CH:6]1[CH2:15][C:14]2[C:9](=[CH:10][C:11]([C:16]([OH:18])=O)=[CH:12][CH:13]=2)[NH:8][C:7]1=[O:19])=[O:4].O.ON1C2C=CC=CC=2N=N1.Cl.CN(C)CCCN=C=NCC.[C:43]([O:47][C:48](=[O:54])[NH:49][CH2:50][CH2:51][CH2:52][NH2:53])([CH3:46])([CH3:45])[CH3:44]>CN(C=O)C.C(OCC)(=O)C.C(N(CC)CC)C>[CH3:1][O:2][C:3](=[O:4])[CH2:5][CH:6]1[CH2:15][C:14]2[C:9](=[CH:10][C:11]([C:16](=[O:18])[NH:53][CH2:52][CH2:51][CH2:50][NH:49][C:48]([O:47][C:43]([CH3:46])([CH3:45])[CH3:44])=[O:54])=[CH:12][CH:13]=2)[NH:8][C:7]1=[O:19] |f:1.2,3.4|. Reported procedure: To a solution of 3-methoxycarbonylmethyl-2-oxo-1,2,3,4-tetrahydro-quinoline-7-carboxylic acid (1.0 g, 3.8 mmol) in DMF (20 mL) at 25° C. was added 1-hydroxy-benzotriazole hydrate (HOBT) (0.565 g, 4.18 mmol). The solution was cooled to 0° C. and 1-(3-dimethylaminopropyl)-3-ethyl carbodiimide hydrochloride (DAEC) (0.801 g, 4.18 mmol) was added. After 10 min the reaction mixture was allowed to warm to 25° C. After 2 h triethylamine (1.3 mL) was added and tert-butyl-N(3-aminopropyl)carbamate (0.66 g... The reactants are COC(=O)N1CC[C@@H]2[C@](CCC[C@H]12)(C#CC=1C=C(C=CC1)C)O ((3aS,4R,7aS)-4-hydroxy-4-m-tolylethynyl-octahydro-indole-1-carboxylic acid methyl ester), C(CCCCC)(=O)O (hexanoic acid). Product: COC(=O)N1CC[C@H]2[C@@](CCC[C@@H]12)(C#CC=1C=C(C=CC1)C)OC(CCCCC)=O ((3aR,4S,7aR)-4-hexanoyloxy-4-m-tolylethynyl-octahydro-indole-1-carboxylic acid methyl ester). RXN SMILES: [CH3:1][O:2][C:3]([N:5]1[C@@H:13]2[C@@H:8]([C@@:9]([OH:23])([C:14]#[C:15][C:16]3[CH:17]=[C:18]([CH3:22])[CH:19]=[CH:20][CH:21]=3)[CH2:10][CH2:11][CH2:12]2)[CH2:7][CH2:6]1)=[O:4].[C:24](O)(=[O:30])[CH2:25][CH2:26][CH2:27][CH2:28][CH3:29]>>[CH3:1][O:2][C:3]([N:5]1[C@H:13]2[C@H:8]([C@:9]([O:23][C:24](=[O:30])[CH2:25][CH2:26][CH2:27][CH2:28][CH3:29])([C:14]#[C:15][C:16]3[CH:17]=[C:18]([CH3:22])[CH:19]=[CH:20][CH:21]=3)[CH2:10][CH2:11][CH2:12]2)[CH2:7][CH2:6]1)=[O:4]. Reported procedure: Synthesis in analogy to the General Method 1 starting from (3aS,4R,7aS)-4-hydroxy-4-m-tolylethynyl-octahydro-indole-1-carboxylic acid methyl ester and hexanoic acid to yield (3aR,4S,7aR)-4-hexanoyloxy-4-m-tolylethynyl-octahydro-indole-1-carboxylic acid methyl ester. MS [M+H] 296 (ester elimination ion); RT=1.53 min; UPLC Method I